Dataset: the Open Reaction Database (ORD), a public repository of structured organic reaction records. Task: describe an organic reaction: reactants, conditions, products, and yield The reactants are COC=1C=C2C(=CC1OC)N=C(N=C2N)N3CCN(CC3)C(=O)C4COC=5C=CC=CC5O4 (Doxazosin), CS(=O)(=O)O (Methane sulfonic acid). Run in CC(=O)C (acetone). Run at temperature 27.5 celsius, time 10 minute. The product is IV, COC=1C=C2C(=CC1OC)N=C(N=C2N)N3CCN(CC3)C(=O)C4COC=5C=CC=CC5O4.CS(=O)(=O)O (doxazosin mesylate). As a reaction SMILES: [CH3:1][O:2][C:3]1[CH:4]=[C:5]2[C:14]([NH2:15])=[N:13][C:12]([N:16]3[CH2:21][CH2:20][N:19]([C:22]([CH:24]4[O:33][C:32]5[CH:31]=[CH:30][CH:29]=[CH:28][C:27]=5[O:26][CH2:25]4)=[O:23])[CH2:18][CH2:17]3)=[N:11][C:6]2=[CH:7][C:8]=1[O:9][CH3:10].[CH3:34][S:35]([OH:38])(=[O:37])=[O:36]>CC(C)=O>[CH3:1][O:2][C:3]1[CH:4]=[C:5]2[C:14]([NH2:15])=[N:13][C:12]([N:16]3[CH2:17][CH2:18][N:19]([C:22]([CH:24]4[O:33][C:32]5[CH:31]=[CH:30][CH:29]=[CH:28][C:27]=5[O:26][CH2:25]4)=[O:23])[CH2:20][CH2:21]3)=[N:11][C:6]2=[CH:7][C:8]=1[O:9][CH3:10].[CH3:34][S:35]([OH:38])(=[O:37])=[O:36] |f:3.4|. Reported procedure: Doxazosin (100 gms) was charged in acetone (0.8 lit) at room temperature. The contents were stirred for 10 mins at 25-30° C. Methane sulfonic acid (23.2 ml) was charged slowly at 25-30° C. The reaction mass was heated at 35-38° C. and the temperature maintained for 2 hours. The reaction mass was cooled to 25-30° C. and stirred for 1 hour. The solid obtained was filtered and washed with acetone (100 ml). The product was dried at 55-60° C. under vacuum to obtain pure Form IV doxazosin mesylate (11... Reactants: [N+](=O)([O-])C=1C=C(C=CC1NCC=C)N (3-Nitro-4-allylamino-aminobenzene), FC1=C(C=C(C=C1)N(CCO)CCO)[N+](=O)[O-] (4-fluoro-3-nitro-N,N-bis-(2-hydroxyethyl)-aminobenzene). Yields the product [N+](=O)([O-])C=1C=C(C=CC1NCC=C)N(CCO)CCO (3-Nitro-4-allylamino-N,N-bis-(2-hydroxyethyl)-amino-benzene). As a reaction SMILES: [N+:1]([C:4]1C=C(N)C=[CH:8][C:9]=1NCC=C)([O-])=O.F[C:16]1[CH:21]=[CH:20][C:19]([N:22]([CH2:26][CH2:27][OH:28])[CH2:23][CH2:24][OH:25])=[CH:18][C:17]=1[N+:29]([O-:31])=[O:30]>>[N+:29]([C:17]1[CH:18]=[C:19]([N:22]([CH2:26][CH2:27][OH:28])[CH2:23][CH2:24][OH:25])[CH:20]=[CH:21][C:16]=1[NH:1][CH2:4][CH:9]=[CH2:8])([O-:31])=[O:30]. Procedure: Synthesis and working up same as for compound 1, but with 4-fluoro-3-nitro-N,N-bis-(2-hydroxyethyl)-aminobenzene instead of 4-fluoro-3-nitroaminobenzene. Black crystals, melting point 73°-75° C.